describe an organic reaction: reactants, conditions, products, and yield From a dataset of the Open Reaction Database (ORD), a public repository of structured organic reaction records. Reactants: C(C)(=O)O.N=C1NCCCC1C (2-Imino-3-methylpiperidine acetate), NC1=NC(=CC(=C1)C)C (2-amino-4,6-dimethylpyridine). Product: C(C)(=O)O.N=C1NC(CC(C1)C)C (2-imino-4,6-dimethylpiperidine acetate). RXN SMILES: [C:1]([OH:4])(=[O:3])[CH3:2].N=C1C(C)CCCN1.[NH2:13][C:14]1[CH:19]=[C:18]([CH3:20])[CH:17]=[C:16]([CH3:21])[N:15]=1>>[C:1]([OH:4])(=[O:3])[CH3:2].[NH:13]=[C:14]1[CH2:19][CH:18]([CH3:20])[CH2:17][CH:16]([CH3:21])[NH:15]1 |f:0.1,3.4|. Procedure: The method of preparation of 2-Imino-3-methylpiperidine acetate, EXAMPLE 6, was used to convert 2-amino-4,6-dimethylpyridine to the title compound which was obtained as a white solid. The analysis of the product was found to be consistent with the proposed structure. m.p. 163-166° C. MH+=127; 1H NMR (D2O): δ3.48-3.40 (m, 1H); 2.52-2.40 (m, 1H); 2.07-1.95 (m, 1H); 1.85-1.75 (m, 2H); 1.75 (s, 3H); 1.12 (d, J=6.3 Hz, 3H); 1.02-0.92 (m, 1H); 0.86 (d, J=6.3 Hz, 3H). Reactants: COC(=O)c1cccc(-c2cccc(OCCN)c2)c1, Clc1cccc(C2CO2)c1, C[N+](=O)[O-]. The product is COC(=O)c1cccc(-c2cccc(OCCNCC(O)c3cccc(Cl)c3)c2)c1. RXN SMILES: [CH3:1][O:2][C:3](=[O:4])[c:5]1[cH:6][c:7](-[c:11]2[cH:12][c:13]([O:17][CH2:18][CH2:19][NH2:20])[cH:14][cH:15][cH:16]2)[cH:8][cH:9][cH:10]1.[Cl:21][c:22]1[cH:23][c:24]([CH:25]2[CH2:26][O:27]2)[cH:28][cH:29][cH:30]1.[N+:31]([CH3:32])([O-:33])=[O:34]>>[CH3:1][O:2][C:3](=[O:4])[c:5]1[cH:6][c:7](-[c:11]2[cH:12][c:13]([O:17][CH2:18][CH2:19][NH:20][CH2:26][CH:25]([c:24]3[cH:23][c:22]([Cl:21])[cH:30][cH:29][cH:28]3)[OH:27])[cH:14][cH:15][cH:16]2)[cH:8][cH:9][cH:10]1. Reactants: Cl.C[C@H]1[C@@H](CNC1)C=1NC(C2=C(N1)N(N=C2)C2CCOCC2)=O (6-[(3S,4S)-4-methylpyrrolidin-3-yl]-1-(tetrahydro-2H-pyran-4-yl)-1H-pyrazolo[3,4-d]pyrimidin-4(5H)-one hydrogen chloride), Cl.ClCC1=NC=CC=N1 (2-(chloromethyl)pyrimidine hydrogen chloride), C([O-])([O-])=O.[Cs+].[Cs+] (cesium carbonate). Reagents/catalysts: [O-]S(=O)(=O)C(F)(F)F.[Fe+2].[O-]S(=O)(=O)C(F)(F)F (iron triflate). Run in CN(C=O)C (dimethylformamide). Run at temperature 60 celsius. Product: C[C@H]1[C@@H](CN(C1)CC1=NC=CC=N1)C=1NC(C2=C(N1)N(N=C2)C2CCOCC2)=O (6-[(3S,4S)-4-methyl-1-(pyrimidin-2-ylmethyl)pyrrolidin-3-yl]-1-(tetrahydro-2H-pyran-4-yl)-1,5-dihydro-4H-pyrazolo[3,4-d]pyrimidin-4-one). Isolated yield 66.5%. As a reaction SMILES: Cl.[CH3:2][C@@H:3]1[CH2:7][NH:6][CH2:5][C@H:4]1[C:8]1[NH:9][C:10](=[O:23])[C:11]2[CH:16]=[N:15][N:14]([CH:17]3[CH2:22][CH2:21][O:20][CH2:19][CH2:18]3)[C:12]=2[N:13]=1.Cl.Cl[CH2:26][C:27]1[N:32]=[CH:31][CH:30]=[CH:29][N:28]=1.C(=O)([O-])[O-].[Cs+].[Cs+]>CN(C)C=O.[O-]S(C(F)(F)F)(=O)=O.[Fe+2].[O-]S(C(F)(F)F)(=O)=O>[CH3:2][C@@H:3]1[CH2:7][N:6]([CH2:26][C:27]2[N:32]=[CH:31][CH:30]=[CH:29][N:28]=2)[CH2:5][C@H:4]1[C:8]1[NH:9][C:10](=[O:23])[C:11]2[CH:16]=[N:15][N:14]([CH:17]3[CH2:22][CH2:21][O:20][CH2:19][CH2:18]3)[C:12]=2[N:13]=1 |f:0.1,2.3,4.5.6,8.9.10|. Procedure: To a solution of 6-[(3S,4S)-4-methylpyrrolidin-3-yl]-1-(tetrahydro-2H-pyran-4-yl)-1H-pyrazolo[3,4-d]pyrimidin-4(5H)-one hydrogen chloride (7.75 g) (see preparation in step (a) of Example 73) in dimethylformamide (115 mL) was added iron triflate (900 mg), 2-(chloromethyl)pyrimidine hydrogen chloride (4.5 g), and cesium carbonate (22.2 g) and the reaction mixture was heated at 60° C. for 24 h. The reaction mixture was concentrated onto silica gel and purified by flash chromatography eluting with 0... The reactants are ice water, Cl (hydrochloric acid), C(C1=CC=CC=C1)Br (Benzyl bromide), [H-].[Na+] (Sodium hydride), oil, C(C)(C)(C)OC(=O)NC=1C=C(C(=O)C2=CN(C3=CC=CC=C23)CCCC(=O)O)C=CC1 (4-[3-(3-tert-butoxycarbonylaminobenzoyl)indol-1-yl]butyric acid). Run in CN(C=O)C (N,N-dimethylformamide). Conditions: temperature 0 celsius, time 1 hour. Yields the product C(C1=CC=CC=C1)N(C(=O)OC(C)(C)C)C=1C=C(C(=O)C2=CN(C3=CC=CC=C23)CCCC(=O)OCC2=CC=CC=C2)C=CC1 (benzyl 4-[3-[3-(N-benzyl-N-tert-butoxycarbonylamino)benzoyl]indol-1-yl]butyrate). Isolated yield 96.9%. RXN SMILES: [H-].[Na+].[C:3]([O:7][C:8]([NH:10][C:11]1[CH:12]=[C:13]([CH:31]=[CH:32][CH:33]=1)[C:14]([C:16]1[C:24]2[C:19](=[CH:20][CH:21]=[CH:22][CH:23]=2)[N:18]([CH2:25][CH2:26][CH2:27][C:28]([OH:30])=[O:29])[CH:17]=1)=[O:15])=[O:9])([CH3:6])([CH3:5])[CH3:4].[CH2:34](Br)[C:35]1[CH:40]=[CH:39][CH:38]=[CH:37][CH:36]=1.Cl>CN(C)C=O>[CH2:34]([N:10]([C:11]1[CH:12]=[C:13]([CH:31]=[CH:32][CH:33]=1)[C:14]([C:16]1[C:24]2[C:19](=[CH:20][CH:21]=[CH:22][CH:23]=2)[N:18]([CH2:25][CH2:26][CH2:27][C:28]([O:30][CH2:14][C:13]2[CH:31]=[CH:32][CH:33]=[CH:11][CH:12]=2)=[O:29])[CH:17]=1)=[O:15])[C:8]([O:7][C:3]([CH3:6])([CH3:4])[CH3:5])=[O:9])[C:35]1[CH:40]=[CH:39][CH:38]=[CH:37][CH:36]=1 |f:0.1|. Procedure details: 60% Sodium hydride in mineral oil (0.13 g) was added to a solution of 4-[3-(3-tert-butoxycarbonylaminobenzoyl)indol-1-yl]butyric acid (0.47 g) in N,N-dimethylformamide (7 ml). The mixture was stirred at 0° C. for 1 hour. Benzyl bromide (0.95 g) was added to the mixture and the ixture was stirred at room temperature for 20 hours. The mixture was poured into ice water and 0.5N-hydrochloric acid and extracted with ethyl acetate. The organic layer was washed with water, dried over magnesium sulfate ... The reactants are Cc1cccc(C=NO)n1, CCOC(C)=O, O=C1CCC(=O)N1Cl, CN(C)C=O. The product is Cc1cccc(C(Cl)=NO)n1. Reaction SMILES: [CH3:1][c:2]1[cH:3][cH:4][cH:5][c:6]([CH:8]=[N:9][OH:10])[n:7]1.[CH3:24][CH2:25][O:26][C:27](=[O:28])[CH3:29].[Cl:11][N:12]1[C:13](=[O:14])[CH2:15][CH2:16][C:17]1=[O:18].[O:19]=[CH:20][N:21]([CH3:22])[CH3:23]>>[CH3:1][c:2]1[cH:3][cH:4][cH:5][c:6]([C:8](=[N:9][OH:10])[Cl:11])[n:7]1. Reactants: FC(C1=C(C(=NO1)C1=CC=C(S1)C(=O)O)C)(F)F (5-(5-Trifluoromethyl-4-methyl-isoxazol-3-yl)-thiophene-2-carboxylic acid), CN1CCC(CC1)O (1-methyl-piperidin-4-ol), solid. Product: CN1CCC(CC1)OC(=O)C=1SC(=CC1)C1=NOC(=C1C)C(F)(F)F (5-(4-Methyl-5-trifluoromethyl-isoxazol-3-yl)-thiophene-2-carboxylic acid 1-methyl-piperidin-4-yl ester). As a reaction SMILES: [F:1][C:2]([F:18])([F:17])[C:3]1[O:7][N:6]=[C:5]([C:8]2[S:12][C:11]([C:13]([OH:15])=[O:14])=[CH:10][CH:9]=2)[C:4]=1[CH3:16].[CH3:19][N:20]1[CH2:25][CH2:24][CH:23](O)[CH2:22][CH2:21]1>>[CH3:19][N:20]1[CH2:25][CH2:24][CH:23]([O:14][C:13]([C:11]2[S:12][C:8]([C:5]3[C:4]([CH3:16])=[C:3]([C:2]([F:17])([F:1])[F:18])[O:7][N:6]=3)=[CH:9][CH:10]=2)=[O:15])[CH2:22][CH2:21]1. Reported procedure: Prepared from 5-(5-Trifluoromethyl-4-methyl-isoxazol-3-yl)-thiophene-2-carboxylic acid and 1-methyl-piperidin-4-ol by the method described in Example 41. Colorless solid (51 mg, 75%). 1H NMR (CD3OD) 1.85-1.98 (m, 2H), 2.03-2.15 (m, 2H), 2.38 (s, 3H), 2.43 (br q, J=1.3, 3H), 2.40-2.56 (m, 2H), 2.73-2.86 (m, 2H), 5.02-5.14 (m, 1H), 7.69 (d, J=4.0, 1H), 7.90 (d, J=4.0, 1H). 13C NMR 7.9, 31.4, 46.2, 53.5 (br), 71.9 (br), 116.8 (br), 120.3 (q, J=270), 130.7, 135.1, 136.0, 137.5, 159.4, 162.3. 19F NMR... Reactants: CO, CCOC(=O)C(=NOC1CC1)c1csc(NC=O)n1, [Na+], [OH-]. Yields the product O=CNc1nc(C(=NOC2CC2)C(=O)O)cs1. As a reaction SMILES: [CH3:22][OH:23].[CH:1]1([O:4][N:5]=[C:6]([C:7](=[O:8])[O:9][CH2:10][CH3:11])[c:12]2[n:13][c:14]([NH:17][CH:18]=[O:19])[s:15][cH:16]2)[CH2:2][CH2:3]1.[Na+:21].[OH-:20]>>[CH:1]1([O:4][N:5]=[C:6]([C:7](=[O:8])[OH:9])[c:12]2[n:13][c:14]([NH:17][CH:18]=[O:19])[s:15][cH:16]2)[CH2:2][CH2:3]1.